Dataset: the Open Reaction Database (ORD), a public repository of structured organic reaction records. Task: describe an organic reaction: reactants, conditions, products, and yield Reactants: CC12C=CCC1c1ccc3cc(O)ccc3c1CC2, CC(=O)OC(C)=O, CCOC(C)=O, c1ccncc1. Yields the product CC(=O)Oc1ccc2c3c(ccc2c1)C1CC=CC1(C)CC3. Reaction SMILES: [CH3:1][C:2]12[CH:3]=[CH:4][CH2:5][CH:6]1[c:7]1[cH:8][cH:9][c:10]3[cH:11][c:12]([OH:19])[cH:13][cH:14][c:15]3[c:16]1[CH2:17][CH2:18]2.[CH3:26][C:27](=[O:28])[O:29][C:30](=[O:31])[CH3:32].[CH3:33][CH2:34][O:35][C:36](=[O:37])[CH3:38].[cH:20]1[cH:21][cH:22][n:23][cH:24][cH:25]1>>[CH3:1][C:2]12[CH:3]=[CH:4][CH2:5][CH:6]1[c:7]1[cH:8][cH:9][c:10]3[cH:11][c:12]([O:19][C:27]([CH3:26])=[O:28])[cH:13][cH:14][c:15]3[c:16]1[CH2:17][CH2:18]2. Starting materials: Clc1nc(Cl)nc(Cl)n1, ClCCl, CN(C)C=O, O=C1C=C2Sc3ccc4nc(CO)ccc4c3CC2=CC1. Yields the product O=C1C=C2Sc3ccc4nc(CCl)ccc4c3CC2=CC1. RXN SMILES: [Cl:1][c:2]1[n:3][c:4]([Cl:5])[n:6][c:7]([Cl:8])[n:9]1.[Cl:36][CH2:37][Cl:38].[O:31]=[CH:32][N:33]([CH3:34])[CH3:35].[OH:10][CH2:11][c:12]1[cH:13][cH:14][c:15]2[c:16]([cH:17][cH:18][c:19]3[c:28]2[CH2:27][C:26]2=[CH:25][CH2:24][C:23](=[O:29])[CH:22]=[C:21]2[S:20]3)[n:30]1>>[Cl:1][CH2:11][c:12]1[cH:13][cH:14][c:15]2[c:16]([cH:17][cH:18][c:19]3[c:28]2[CH2:27][C:26]2=[CH:25][CH2:24][C:23](=[O:29])[CH:22]=[C:21]2[S:20]3)[n:30]1. Starting materials: NC1=C(C=C(C=C1)C1=NOC(C1=O)(C)C)C1=CC=C(C=C1)NC(C1=C(C=CC=C1F)F)=O (N-(2′-Amino-5′-(5,5-dimethyl-4-oxo-4,5-dihydroisoxazol-3-yl)-[1,1′-biphenyl]-4-yl)-2,6-difluorobenzamide), C=O (formaldehyde), C(C)(=O)O (acetic acid), C(#N)[BH3-].[Na+] (sodium cyanoborohydride). Solvent: CO (methanol). Conditions: time 30 minute. Product: CC1(C(C(=NO1)C=1C=CC(=C(C1)C1=CC=C(C=C1)NC(C1=C(C=CC=C1F)F)=O)NC)=O)C (N-(5′-(5,5-Dimethyl-4-oxo-4,5-dihydroisoxazol-3-yl)-2′-(methylamino)-[1,1′-biphenyl]-4-yl)-2,6-difluorobenzamide). The yield is 16.2%. As a reaction SMILES: [NH2:1][C:2]1[CH:7]=[CH:6][C:5]([C:8]2[C:12](=[O:13])[C:11]([CH3:15])([CH3:14])[O:10][N:9]=2)=[CH:4][C:3]=1[C:16]1[CH:21]=[CH:20][C:19]([NH:22][C:23](=[O:32])[C:24]2[C:29]([F:30])=[CH:28][CH:27]=[CH:26][C:25]=2[F:31])=[CH:18][CH:17]=1.C=O.[C:35]([BH3-])#N.[Na+].C(O)(=O)C>CO>[CH3:15][C:11]1([CH3:14])[O:10][N:9]=[C:8]([C:5]2[CH:6]=[CH:7][C:2]([NH:1][CH3:35])=[C:3]([C:16]3[CH:17]=[CH:18][C:19]([NH:22][C:23](=[O:32])[C:24]4[C:29]([F:30])=[CH:28][CH:27]=[CH:26][C:25]=4[F:31])=[CH:20][CH:21]=3)[CH:4]=2)[C:12]1=[O:13] |f:2.3|. Procedure: To a 0° C. solution of Example 134 (50 mg, 0.11 mmol, 1.0 eq) in methanol (5 mL) was added formaldehyde (37% aqueous solution) (10 μL, 0.12 mmol, 1.1 eq). After stirring for 30 min at room temperature, sodium cyanoborohydride (8 mg, 0.14 mmol, 1.2 eq) was added to the above reaction mixture followed by a catalytic amount of acetic acid. The resulting mixture was stirred at room temperature for 12 h. The solvent was removed under vacuum and the residue was dissolved in ethyl acetate (10 mL) and w... The reactants are C(C)(C)C1=C(SC2=C1C=CC(=C2)C(F)(F)F)CCC2=NOC1=C2C=C(C(=C1)NC(C)=O)C (N-[3-[2-[3-Isopropyl-6-(trifluoromethyl)benzothiophen-2-yl]ethyl]-5-methylbenzisoxazol-6-yl]acetamide). Run in [OH-].[Na+] (NaOH), Cl (HCl), CC(=O)O (AcOH). Product: NC1=CC2=C(C(=NO2)CCC=2SC3=C(C2C(C)C)C=CC(=C3)C(F)(F)F)C=C1C (6-Amino-3-[2-[3-isopropyl-6-(trifluoromethyl)benzothiophen-2-yl]ethyl]-5-methylbenzisoxazole). Yield: 67.8%. RXN SMILES: [CH:1]([C:4]1[C:8]2[CH:9]=[CH:10][C:11]([C:13]([F:16])([F:15])[F:14])=[CH:12][C:7]=2[S:6][C:5]=1[CH2:17][CH2:18][C:19]1[C:23]2[CH:24]=[C:25]([CH3:32])[C:26]([NH:28]C(=O)C)=[CH:27][C:22]=2[O:21][N:20]=1)([CH3:3])[CH3:2]>Cl.CC(O)=O.[OH-].[Na+]>[NH2:28][C:26]1[C:25]([CH3:32])=[CH:24][C:23]2[C:19]([CH2:18][CH2:17][C:5]3[S:6][C:7]4[CH:12]=[C:11]([C:13]([F:16])([F:15])[F:14])[CH:10]=[CH:9][C:8]=4[C:4]=3[CH:1]([CH3:3])[CH3:2])=[N:20][O:21][C:22]=2[CH:27]=1 |f:3.4|. Procedure details: The above-mentioned N-[3-[2-[3-Isopropyl-6-(trifluoromethyl)benzothiophen-2-yl]ethyl]-5-methylbenzisoxazol-6-yl]acetamide (326 mg, 0.708 mmol) was dissolved in 1M HCl (3.0 mL) and AcOH (7.0 mL). The solution was heated under reflux for 23 hours. Then reaction mixture was cooled to room temperature, diluted with 4M NaOH, and extracted with ethyl acetate. The organic layer was washed with brine, dried over anhydrous sodium sulfate. After the solvent was removed under reduced pressure, the residue ... Starting materials: OC1=C(C=C2CCNC(C2=C1)CC1=CC(=C(C=C1)OC)O)OC ((-)-7-Hydroxy-1-(3-hydroxy-4-methoxybenzyl)-6-methoxy-1,2,3,4-tetrahydroisoquinoline), ClCC1CC1 (chloromethylcyclopropane), C([O-])(O)=O.[Na+] (sodium bicarbonate), [I-].[K+] (potassium iodide). Solvent: C(C)O (ethanol). Product: C1(CC1)CN1C(C2=CC(=C(C=C2CC1)OC)O)CC1=CC(=C(C=C1)OC)O ((+)-2-cyclopropylmethyl-7-hydroxy-1-(3-hydroxy-4-methoxybenzyl)-6-methoxy-1,2,3,4-tetrahydroisoquinoline). RXN SMILES: [OH:1][C:2]1[CH:11]=[C:10]2[C:5]([CH2:6][CH2:7][NH:8][CH:9]2[CH2:12][C:13]2[CH:18]=[CH:17][C:16]([O:19][CH3:20])=[C:15]([OH:21])[CH:14]=2)=[CH:4][C:3]=1[O:22][CH3:23].C(=O)(O)[O-].[Na+].[I-].[K+].Cl[CH2:32][CH:33]1[CH2:35][CH2:34]1>C(O)C>[CH:33]1([CH2:32][N:8]2[CH2:7][CH2:6][C:5]3[C:10](=[CH:11][C:2]([OH:1])=[C:3]([O:22][CH3:23])[CH:4]=3)[CH:9]2[CH2:12][C:13]2[CH:18]=[CH:17][C:16]([O:19][CH3:20])=[C:15]([OH:21])[CH:14]=2)[CH2:35][CH2:34]1 |f:1.2,3.4|. Procedure: 16.2 g. (48.9 mmol) (-)-7-Hydroxy-1-(3-hydroxy-4-methoxybenzyl)-6-methoxy-1,2,3,4-tetrahydroisoquinoline, 8.2 g. (100 mmol) sodium bicarbonate and 500 mg. potassium iodide are dissolved in 200 ml. anhydrous ethanol and mixed with 4.5 ml. (4.44 g., 49 mmol) chloromethylcyclopropane. The reaction mixture is boiled under reflux for 40 hours in an inert gas atmosphere. The usual working up and chromatographic separation of unreacted starting material on silica gel with chloroform as elution agent gi...